This data is from the Open Reaction Database (ORD), a public repository of structured organic reaction records. The task is: describe an organic reaction: reactants, conditions, products, and yield Starting materials: N1(C=NC=C1)C[C@H](C1=CC=CC=C1)OC1=C(C=2CCCC(C2C=C1)=O)CS(=O)(=O)C1=C(C(=O)O)C=CC=C1 (2-{[(2-{[(1S)-2-(1H-imidazol-1-yl)-1-phenylethyl]oxy}-5-oxo-5,6,7,8-tetrahydro-1-naphthalenyl)methyl]sulfonyl}benzoic acid), NC[C@@H](C)O ((R)-1-amino-2-propanol). The product is O[C@@H](CNC(C1=C(C=CC=C1)S(=O)(=O)CC1=C(C=CC=2C(CCCC12)=O)O[C@H](CN1C=NC=C1)C1=CC=CC=C1)=O)C (N-[(2R)-2-Hydroxypropyl]-2-{[(2-{[(1S)-2-(1H-imidazol-1-yl)-1-phenylethyl]oxy}-5-oxo-5,6,7,8-tetrahydro-1-naphthalenyl)methyl]sulfonyl}benzamide). Isolated yield 54.5%. As a reaction SMILES: [N:1]1([CH2:6][C@@H:7]([O:14][C:15]2[CH:24]=[CH:23][C:22]3[C:21](=[O:25])[CH2:20][CH2:19][CH2:18][C:17]=3[C:16]=2[CH2:26][S:27]([C:30]2[CH:38]=[CH:37][CH:36]=[CH:35][C:31]=2[C:32](O)=[O:33])(=[O:29])=[O:28])[C:8]2[CH:13]=[CH:12][CH:11]=[CH:10][CH:9]=2)[CH:5]=[CH:4][N:3]=[CH:2]1.[NH2:39][CH2:40][C@H:41]([OH:43])[CH3:42]>>[OH:43][C@H:41]([CH3:42])[CH2:40][NH:39][C:32](=[O:33])[C:31]1[CH:35]=[CH:36][CH:37]=[CH:38][C:30]=1[S:27]([CH2:26][C:16]1[C:17]2[CH2:18][CH2:19][CH2:20][C:21](=[O:25])[C:22]=2[CH:23]=[CH:24][C:15]=1[O:14][C@@H:7]([C:8]1[CH:13]=[CH:12][CH:11]=[CH:10][CH:9]=1)[CH2:6][N:1]1[CH:5]=[CH:4][N:3]=[CH:2]1)(=[O:29])=[O:28]. Procedure: Using the method in Example 172, 2-{[(2-{[(1S)-2-(1H-imidazol-1-yl)-1-phenylethyl]oxy}-5-oxo-5,6,7,8-tetrahydro-1-naphthalenyl)methyl]sulfonyl}benzoic acid (53 mg, 0.10 mmol, 0.20M in DMF) and (R)-1-amino-2-propanol (23 mg, 0.30 mmol, 0.6M in DMF) were combined to give 32 mg of the desired compound: Low resolution mass spectrum (LC-MS, APCI) m/z 588 [M+H]+. Reactants: CCOCC (Et2O), C(C1=CC=CC=C1)OC(N[C@@H]1CC2=C(C=3C=NNC3C(=C2)Cl)CN(C1=O)CC(F)(F)F)=O (Benzyl[(7R)-4-chloro-8-oxo-9-(2,2,2-trifluoroethyl)-3,6,7,8,9,10-hexahydroazepino[3,4-e]indazol-7-yl]carbamate), C1(=CC=CC=C1)OC (anisole), CS(=O)(=O)O (methanesulfonic acid). The solvent is C(Cl)Cl (CH2Cl2). Conditions: time 45 minute. The product is CS(=O)(=O)O.CS(=O)(=O)O.N[C@@H]1CC2=C(C=3C=NNC3C(=C2)Cl)CN(C1=O)CC(F)(F)F ((7R)-7-Amino-4-chloro-9-(2,2,2-trifluoroethyl)-6,7,9,10-tetrahydroazepino[3,4-e]indazol-8(3H)-one bis-methanesulfonate). As a reaction SMILES: C(OC(=O)[NH:10][C@H:11]1[C:25](=[O:26])[N:24]([CH2:27][C:28]([F:31])([F:30])[F:29])[CH2:23][C:14]2[C:15]3[CH:16]=[N:17][NH:18][C:19]=3[C:20]([Cl:22])=[CH:21][C:13]=2[CH2:12]1)C1C=CC=CC=1.C1(OC)C=CC=CC=1.[CH3:41][S:42]([OH:45])(=[O:44])=[O:43].CCOCC>C(Cl)Cl>[CH3:41][S:42]([OH:45])(=[O:44])=[O:43].[CH3:41][S:42]([OH:45])(=[O:44])=[O:43].[NH2:10][C@H:11]1[C:25](=[O:26])[N:24]([CH2:27][C:28]([F:29])([F:31])[F:30])[CH2:23][C:14]2[C:15]3[CH:16]=[N:17][NH:18][C:19]=3[C:20]([Cl:22])=[CH:21][C:13]=2[CH2:12]1 |f:5.6.7|. Reported procedure: To a mixture of benzyl[(7R)-4-chloro-8-oxo-9-(2,2,2-trifluoroethyl)-3,6,7,8,9,10-hexahydroazepino[3,4-e]indazol-7-yl]carbamate from Step A (265 mg, 0.568 mmol) and anisole (184 mg, 1.70 mmol) in CH2Cl2 (4 mL) was added methanesulfonic acid (1.84 mL, 28 mmol). The resulting mixture was stirred at ambient temperature for 45 min, Et2O (45 mL) was added, and stirring was continued for 20 min. The supernatant was removed and the residue was washed with Et2O and dried in vacuo to give the title compou... The reactants are [NH4+].[Cl-] (NH4Cl), [NH4+].[OH-] (NH4OH), C(C1=CC=CC=C1)(C1=CC=CC=C1)CC(=S)[O-] (benzhydrylthioacetate). Run in CO (methanol), CO (methanol), O (water). Reaction conditions: time 1 hour. The product is C(C1=CC=CC=C1)(C1=CC=CC=C1)CC(=S)N (benzhydrylthioacetamide). The yield is 88.6%. Reaction SMILES: [NH4+:1].[Cl-].[NH4+].[OH-].[CH:5]([CH2:18][C:19]([O-])=[S:20])([C:12]1[CH:17]=[CH:16][CH:15]=[CH:14][CH:13]=1)[C:6]1[CH:11]=[CH:10][CH:9]=[CH:8][CH:7]=1>CO.O>[CH:5]([CH2:18][C:19]([NH2:1])=[S:20])([C:12]1[CH:17]=[CH:16][CH:15]=[CH:14][CH:13]=1)[C:6]1[CH:11]=[CH:10][CH:9]=[CH:8][CH:7]=1 |f:0.1,2.3|. Reported procedure: To a solution of NH4Cl (0.29 mol, 2.0 eq) and NH4OH (300 ml) in methanol (200 mL) was added a solution of benzhydrylthioacetate (38.2 g, 0.145 mol) in methanol (50 ml) maintaining the temperature below 20° C. The reaction was stirred for 1 hour and diluted with water (100 ml) resulting in the formation of a precipitate. The precipitate was collected, washed with water and dried to give benzhydrylthioacetamide (31 g) as colorless solid. The reactants are NC1=C(C(=NO1)C)Br (5-amino-4-bromo-3-methylisoxazole), ClC1=C(C=C(C=C1)Cl)S(=O)(=O)Cl (2,5-dichlorobenzenesulfonyl chloride). Product: ClC1=C(C=C(C=C1)Cl)S(=O)(=O)NC1=C(C(=NO1)C)Br (2,5-Dichloro-N-(4-bromo-3-methyl-5-isoxazolyl)benzenesulfonamide). Isolated yield 53.0%. Reaction SMILES: [NH2:1][C:2]1[O:6][N:5]=[C:4]([CH3:7])[C:3]=1[Br:8].[Cl:9][C:10]1[CH:15]=[CH:14][C:13]([Cl:16])=[CH:12][C:11]=1[S:17](Cl)(=[O:19])=[O:18]>>[Cl:9][C:10]1[CH:15]=[CH:14][C:13]([Cl:16])=[CH:12][C:11]=1[S:17]([NH:1][C:2]1[O:6][N:5]=[C:4]([CH3:7])[C:3]=1[Br:8])(=[O:19])=[O:18]. Procedure: 2,5-Dichloro-N-(4-bromo-3-methyl-5-isoxazolyl)benzenesulfonamide was prepared from 5-amino-4-bromo-3-methylisoxazole and 2,5-dichlorobenzenesulfonyl chloride according to the procedures described in Example 25b. The crude product was purified by recrystallization from ethyl acetate/hexanes to give a yellow powder, m.p. 148-150° C., yield 53%. The reactants are CNC([C@@H](NC([C@@H](NC(C(CCC)SCC1=CC=C(C=C1)OC)=O)CCC1=CC=CC=C1)=O)CC1=CC=CC=C1)=O (2-(4-methoxybenzylthio)-pentanoyl-(L)-homophenylalanyl-(L)-phenylalanine N-methyl amide), C1(=CC=CC=C1)OC (anisole), C(Cl)(Cl)(Cl)Cl (carbon tetrachloride). The reagents and catalysts are C(C)(=O)[O-].[Hg+2].C(C)(=O)[O-] (mercury (II) acetate). The solvent is ClCCl (dichloromethane). Reaction conditions: time 3 hour. Yields the product CNC([C@@H](NC([C@@H](NC(C(CCC)S)=O)CCC1=CC=CC=C1)=O)CC1=CC=CC=C1)=O (2-mercapto-pentanoyl-(L)-homophenylalanyl-(L)-phenylalanine-N-methyl amide). Isolated yield 80.5%. RXN SMILES: [CH3:1][NH:2][C:3](=[O:41])[C@H:4]([CH2:34][C:35]1[CH:40]=[CH:39][CH:38]=[CH:37][CH:36]=1)[NH:5][C:6](=[O:33])[C@H:7]([CH2:25][CH2:26][C:27]1[CH:32]=[CH:31][CH:30]=[CH:29][CH:28]=1)[NH:8][C:9](=[O:24])[CH:10]([S:14]CC1C=CC(OC)=CC=1)[CH2:11][CH2:12][CH3:13].C1(OC)C=CC=CC=1.C(Cl)(Cl)(Cl)Cl>ClCCl.C([O-])(=O)C.[Hg+2].C([O-])(=O)C>[CH3:1][NH:2][C:3](=[O:41])[C@H:4]([CH2:34][C:35]1[CH:36]=[CH:37][CH:38]=[CH:39][CH:40]=1)[NH:5][C:6](=[O:33])[C@H:7]([CH2:25][CH2:26][C:27]1[CH:28]=[CH:29][CH:30]=[CH:31][CH:32]=1)[NH:8][C:9](=[O:24])[CH:10]([SH:14])[CH2:11][CH2:12][CH3:13] |f:4.5.6|. Procedure details: Combine 2-(4-methoxybenzylthio)-pentanoyl-(L)-homophenylalanyl-(L)-phenylalanine N-methyl amide (0.26 g, 0.45 mmol), mercury (II) acetate (0.156 g, 0.49 mmol), and anisole (0.49 mL, 4.5 mmol) in dichloromethane (10 mL). Cool in an ice bath and degas by repeatedly applying vacuum and filling the vessel with nitrogen. Add trifluoroacetic acid (2 mL). After 3 hours, filter and evaporate in vacuo to give a residue. Repeatedly, combine the residue and carbon tetrachloride and evaporate in vacuo to gi... Product: C(C)(C)(C)OC(NC1=CC=C(C=C1)SC1=NN(C(C2=CC=CC=C12)=O)NC(CC1=CC=C(C=C1)Cl)=O)=O (tert-butyl{4-[(3-{[(4-chlorophenyl)acetyl]amino}-4-oxo-3,4-dihydrophthalazin-1-yl)sulfanyl]phenyl}carbamate). Procedure details: The product from Example 103B and 2-(4-chlorophenyl)acetyl chloride were processed using a method similar to that described in Example 4C to afford the title compound. 1H NMR (400 MHz, DMSO-d6) δ 10.83-10.76 (m, 1H), 8.30-8.25 (m, 1H), 8.06-7.99 (m, 1H), 7.99-7.93 (m, 1H), 7.93-7.86 (m, 1H), 7.44 (d, J=8.8, 2H), 7.41-7.37 (m, 2H), 7.35-7.31 (m, 4H), 3.53 (s, 2H), 1.32 (s, 9H); MS (APCI+) M/Z 537 (M+H)+. Reaction SMILES: [NH2:1][N:2]1[C:11](=[O:12])[C:10]2[C:5](=[CH:6][CH:7]=[CH:8][CH:9]=2)[C:4]([S:13][C:14]2[CH:19]=[CH:18][C:17]([NH:20][C:21](=[O:27])[O:22][C:23]([CH3:26])([CH3:25])[CH3:24])=[CH:16][CH:15]=2)=[N:3]1.[Cl:28][C:29]1[CH:34]=[CH:33][C:32]([CH2:35][C:36](Cl)=[O:37])=[CH:31][CH:30]=1>>[C:23]([O:22][C:21](=[O:27])[NH:20][C:17]1[CH:18]=[CH:19][C:14]([S:13][C:4]2[C:5]3[C:10](=[CH:9][CH:8]=[CH:7][CH:6]=3)[C:11](=[O:12])[N:2]([NH:1][C:36](=[O:37])[CH2:35][C:32]3[CH:33]=[CH:34][C:29]([Cl:28])=[CH:30][CH:31]=3)[N:3]=2)=[CH:15][CH:16]=1)([CH3:24])([CH3:26])[CH3:25]. Starting materials: NN1N=C(C2=CC=CC=C2C1=O)SC1=CC=C(C=C1)NC(OC(C)(C)C)=O (tert-butyl 4-(3-amino-4-oxo-3,4-dihydrophthalazin-1-ylthio)phenylcarbamate), ClC1=CC=C(C=C1)CC(=O)Cl (2-(4-chlorophenyl)acetyl chloride). Conditions: temperature -78 celsius, time 30 minute. Solvent: C1CCOC1 (THF), C1(=CC=CC=C1)C (toluene). As a reaction SMILES: [C:1]([CH:6]1[CH2:11][CH2:10][N:9]([C:12]2[CH:17]=[CH:16][CH:15]=[CH:14][CH:13]=2)[CH2:8][CH2:7]1)(OCC)=[O:2].[H-].C([Al+]CC(C)C)C(C)C>C1COCC1.C1(C)C=CC=CC=1>[CH:1]([CH:6]1[CH2:7][CH2:8][N:9]([C:12]2[CH:17]=[CH:16][CH:15]=[CH:14][CH:13]=2)[CH2:10][CH2:11]1)=[O:2] |f:1.2|. Yields the product C(=O)C1CCN(CC1)C1=CC=CC=C1 (4-Formyl-1-phenylpiperidine). Reported procedure: The product from Example 28, Step C is dissolved in THF and cooled to −78° C. under nitrogen. A solution of diisobutylaluminum hydride (1 eq.) in toluene is added dropwise. After 30 min, the reaction is quenched with saturated sodium potassium tartrate solution. The mixture is extracted with ethyl acetate, and the organic phase washed with saturated brine, and dried over MgSO4. Filtration and concentration provides the title compound Starting materials: C(=O)(OCC)C1CCN(CC1)C1=CC=CC=C1 (4-Carbethoxy-1-phenylpiperidine), [H-].C(C(C)C)[Al+]CC(C)C (diisobutylaluminum hydride).